This data is from the Open Reaction Database (ORD), a public repository of structured organic reaction records. The task is: describe an organic reaction: reactants, conditions, products, and yield Reactants: CCOP(=O)(OCC)c1cc(O)ccc1C, [K+], [K+], O=C([O-])[O-], CN(C)C=O, CS(=O)(=O)c1nc2cc(I)c(Cl)cc2n1Cc1ccc(-c2ccccc2)cc1. Yields the product CCOP(=O)(OCC)c1cc(Oc2nc3cc(I)c(Cl)cc3n2Cc2ccc(-c3ccccc3)cc2)ccc1C. RXN SMILES: [CH2:35]([CH3:36])[O:37][P:38]([O:39][CH2:40][CH3:41])(=[O:42])[c:43]1[c:44]([CH3:50])[cH:45][cH:46][c:47]([OH:49])[cH:48]1.[K+:29].[K+:30].[O-:31][C:32]([O-:33])=[O:34].[O:51]=[CH:52][N:53]([CH3:54])[CH3:55].[c:1]1(-[c:23]2[cH:24][cH:25][cH:26][cH:27][cH:28]2)[cH:2][cH:3][c:4]([CH2:7][n:8]2[c:9]([S:19]([CH3:20])(=[O:21])=[O:22])[n:10][c:11]3[c:12]2[cH:13][c:14]([Cl:18])[c:15]([I:17])[cH:16]3)[cH:5][cH:6]1>>[c:1]1(-[c:23]2[cH:24][cH:25][cH:26][cH:27][cH:28]2)[cH:2][cH:3][c:4]([CH2:7][n:8]2[c:9]([O:49][c:47]3[cH:46][cH:45][c:44]([CH3:50])[c:43]([P:38]([O:37][CH2:35][CH3:36])([O:39][CH2:40][CH3:41])=[O:42])[cH:48]3)[n:10][c:11]3[c:12]2[cH:13][c:14]([Cl:18])[c:15]([I:17])[cH:16]3)[cH:5][cH:6]1. The reactants are BrC=1SC(=C(C1CC(C)NC(=O)C=1C(=NN(C1)C)C(F)(F)F)Cl)Cl (1-methyl-3-trifluoromethyl-1H-pyrazole-4-carboxylic acid [2-(2-bromo-4,5-dichlorothiophen-3-yl)-1-methylethyl]amide), BrC1=C(C(=C(S1)Cl)CC(C)NC(=O)C=1C(=NN(C1)C)C(F)(F)F)Cl (1-methyl-3-trifluoromethyl-1H-pyrazole-4-carboxylic acid [2-(5-bromo-2,4-dichlorothiophen-3-yl)-1-methylethyl]amide), ClC=1SC(=C(C1CC(C)NC(=O)C=1C(=NN(C1)C)C(F)(F)F)Cl)Cl (1-methyl-3-trifluoromethyl-1H-pyrazole-4-carboxylic acid [2-(2,4,5-trichlorothiophen-3-yl)-1-methylethyl]amide). Yields the product BrC1=CC(=C(S1)CC(C)NC(=O)C=1C(=NN(C1)C)C(F)F)Cl (3-difluoromethyl-1-methyl-1H-pyrazole-4-carboxylic acid[2-(5-bromo-3-chlorothiophen-2-yl)-1-methylethyl]amide). As a reaction SMILES: BrC1S[C:4](Cl)=[C:5]([Cl:23])[C:6]=1[CH2:7][CH:8]([NH:10][C:11]([C:13]1[C:14]([C:19]([F:22])([F:21])F)=[N:15][N:16]([CH3:18])[CH:17]=1)=[O:12])[CH3:9].[Br:25][C:26]1[S:30]C(Cl)=C(CC(NC(C2C(C(F)(F)F)=NN(C)C=2)=O)C)C=1Cl.ClC1SC(Cl)=C(Cl)C=1CC(NC(C1C(C(F)(F)F)=NN(C)C=1)=O)C>>[Br:25][C:26]1[S:30][C:6]([CH2:7][CH:8]([NH:10][C:11]([C:13]2[C:14]([CH:19]([F:21])[F:22])=[N:15][N:16]([CH3:18])[CH:17]=2)=[O:12])[CH3:9])=[C:5]([Cl:23])[CH:4]=1. Reported procedure: In a sulfonation flask 2.07 g (7.2 mmol) of the amine isomer mixture prepared in example P5b) and 1.45 g (14.4 mmol) triethylamine are dissolved in 50 ml of methylenechloride. Then a mixture of 1.65 g (7.2 mmol) 3-trifluoromethyl-1-methyl-1-H-pyrazole 4-carboxylic acid chloride and 50 ml methylenechloride is added at room temperature under stirring. After stirring for 16 hours the solvent is evaporated in a water jet vacuum and the residue purified by column chromatography over silicagel (eluent... Starting materials: CS(=O)(=O)OCC1CN=C(S1)C=1NC2=C(C=CC=C2C1)N(S(=O)(=O)C1=NC=CC=C1)C ((2-{7-[methyl(pyridin-2-ylsulfonyl)amino]-1H-indol-2-yl}-4,5-dihydro-1,3-thiazol-5-yl)methyl methanesulfonate), N1N=CN=C1 (1H-1,2,4-triazole), C([O-])([O-])=O.[K+].[K+] (potassium carbonate), CN(C=O)C (N,N-dimethylformamide). The solvent is O (Water). Reaction conditions: temperature 60 celsius, time 15 hour. Yields the product CN(S(=O)(=O)C1=NC=CC=C1)C=1C=CC=C2C=C(NC12)C=1SC(CN1)CN1N=CN=C1 (N-methyl-N-{2-[5-(1H-1,2,4-triazol-1-ylmethyl)-4,5-dihydro-1,3-thiazol-2-yl]-1H-indol-7-yl}pyridine-2-sulfonamide). Isolated yield 59.3%. As a reaction SMILES: CS(O[CH2:6][CH:7]1[S:11][C:10]([C:12]2[NH:13][C:14]3[C:19]([CH:20]=2)=[CH:18][CH:17]=[CH:16][C:15]=3[N:21]([CH3:31])[S:22]([C:25]2[CH:30]=[CH:29][CH:28]=[CH:27][N:26]=2)(=[O:24])=[O:23])=[N:9][CH2:8]1)(=O)=O.[NH:32]1[CH:36]=[N:35][CH:34]=[N:33]1.C(=O)([O-])[O-].[K+].[K+].CN(C)C=O>O>[CH3:31][N:21]([C:15]1[CH:16]=[CH:17][CH:18]=[C:19]2[C:14]=1[NH:13][C:12]([C:10]1[S:11][CH:7]([CH2:6][N:32]3[CH:36]=[N:35][CH:34]=[N:33]3)[CH2:8][N:9]=1)=[CH:20]2)[S:22]([C:25]1[CH:30]=[CH:29][CH:28]=[CH:27][N:26]=1)(=[O:24])=[O:23] |f:2.3.4|. Procedure: A mixture of (2-{7-[methyl(pyridin-2-ylsulfonyl)amino]-1H-indol-2-yl}-4,5-dihydro-1,3-thiazol-5-yl)methyl methanesulfonate (1.0 g), 1H-1,2,4-triazole (290 mg), potassium carbonate (580 mg) and N,N-dimethylformamide (10 mL) was stirred at 60° C. for 15 hr. Water was added to the reaction mixture, and the mixture was extracted with ethyl acetate. The ethyl acetate layer was washed with saturated brine, dried (MgSO4), and concentrated. The residue was subjected to basic silica gel column chromatogr... Starting materials: C(C1=CC=CC=C1)C1=NC(=CC=C1Br)S (2-benzyl-3-bromo-6-mercaptopyridine), COCCCCS(=O)(=O)[O-] (3-methoxypropylmethane sulfonate), C([O-])([O-])=O.[K+].[K+] (potassium carbonate). Run in CN(C=O)C (N,N-dimethylformamide). Run at time 1 hour. The product is C(C1=CC=CC=C1)C1=NC(=CC=C1Br)SCCCOC (2-Benzyl-3-bromo-6-(3-methoxypropyl)thiopyridine). Isolated yield 67.6%. Reaction SMILES: [CH2:1]([C:8]1[C:13]([Br:14])=[CH:12][CH:11]=[C:10]([SH:15])[N:9]=1)[C:2]1[CH:7]=[CH:6][CH:5]=[CH:4][CH:3]=1.[CH3:16][O:17][CH2:18][CH2:19][CH2:20]CS([O-])(=O)=O.C(=O)([O-])[O-].[K+].[K+]>CN(C)C=O>[CH2:1]([C:8]1[C:13]([Br:14])=[CH:12][CH:11]=[C:10]([S:15][CH2:20][CH2:19][CH2:18][O:17][CH3:16])[N:9]=1)[C:2]1[CH:3]=[CH:4][CH:5]=[CH:6][CH:7]=1 |f:2.3.4|. Procedure details: A mixture of 500 mg of 2-benzyl-3-bromo-6-mercaptopyridine, 360 mg of 3-methoxypropylmethane sulfonate, 370 mg of anhydrous potassium carbonate and 10 ml of N,N-dimethylformamide was stirred at room temperature for one hour in a nitrogen atmosphere. The reaction solution was partitioned between ethyl acetate-water, and the organic phase was washed with water and brine, dried over anhydrous magnesium sulfate and then concentrated. The residue was subjected to silica gel column chromatography usin... The reactants are ClC=1C=C(C=CC1Cl)/C=C/C(=O)N1CCN(C(CC1)=O)CCCCI (1-[(E)-3-(3,4-dichloro-phenyl)-acryloyl]-4-(4-iodo-butyl)-[1,4]diazepan-5-one), C(C)(C)(C)[Si](O[C@@H]1CNCC[C@H]1O[Si](C)(C)C(C)(C)C)(C)C ((trans)-(rac)-3,4-Bis-(tert-butyl-dimethyl-silanyloxy)-piperidine), C(C)(C)(C)[Si](O[C@@H]1CNCC[C@H]1O[Si](C)(C)C(C)(C)C)(C)C ((trans)-(rac)-3,4-Bis-(tert-butyl-dimethyl-silanyloxy)-piperidine). Product: C(C)(C)(C)[Si](OC1CN(CCC1O[Si](C)(C)C(C)(C)C)CCCCN1CCN(CCC1=O)C(\C=C\C1=CC(=C(C=C1)Cl)Cl)=O)(C)C (4-{4-[(3RS,4RS)-3,4-Bis-(tert-butyl-dimethyl-silanyloxy)-piperidin-1-yl]-butyl}-1-[(E)-3-(3,4-dichloro-phenyl)-acryloyl]-[1,4]diazepan-5-one). Reaction SMILES: [Cl:1][C:2]1[CH:3]=[C:4](/[CH:9]=[CH:10]/[C:11]([N:13]2[CH2:19][CH2:18][C:17](=[O:20])[N:16]([CH2:21][CH2:22][CH2:23][CH2:24]I)[CH2:15][CH2:14]2)=[O:12])[CH:5]=[CH:6][C:7]=1[Cl:8].[C:26]([Si:30]([CH3:47])([CH3:46])[O:31][C@H:32]1[C@H:37]([O:38][Si:39]([C:42]([CH3:45])([CH3:44])[CH3:43])([CH3:41])[CH3:40])[CH2:36][CH2:35][NH:34][CH2:33]1)([CH3:29])([CH3:28])[CH3:27]>>[C:26]([Si:30]([CH3:47])([CH3:46])[O:31][CH:32]1[CH:37]([O:38][Si:39]([C:42]([CH3:45])([CH3:44])[CH3:43])([CH3:41])[CH3:40])[CH2:36][CH2:35][N:34]([CH2:24][CH2:23][CH2:22][CH2:21][N:16]2[C:17](=[O:20])[CH2:18][CH2:19][N:13]([C:11](=[O:12])/[CH:10]=[CH:9]/[C:4]3[CH:5]=[CH:6][C:7]([Cl:8])=[C:2]([Cl:1])[CH:3]=3)[CH2:14][CH2:15]2)[CH2:33]1)([CH3:29])([CH3:28])[CH3:27]. Reported procedure: In analogy to the procedure described in example 163A, 1-[(E)-3-(3,4-dichloro-phenyl)-acryloyl]-4-(4-iodo-butyl)-[1,4]diazepan-5-one (example 9B) and (trans)-(rac)-3,4-Bis-(tert-butyl-dimethyl-silanyloxy)-piperidine (intermediate 26) gave the title compound as colorless oil. Reactants: ClC=1C=C(C(=O)OO)C=CC1 (m-chloroperoxy benzoic acid), ice, CSC=1S[C@H]2N(C1C(=O)OCC1=CC=C(C=C1)[N+](=O)[O-])C([C@@H]2CC)=O (p-nitrobenzyl (5R,6S)-2-methylthio-6-ethyl-pen-2-em-3-carboxylate). The solvent is C(Cl)Cl (CH2Cl2), C1CCOC1 (THF), CCOC(=O)C (EtOAc). Reaction conditions: time 30 minute. The product is CS(=O)C=1S[C@H]2N(C1C(=O)OCC1=CC=C(C=C1)[N+](=O)[O-])C([C@@H]2CC)=O (p-Nitrobenzyl (5R,6S)-2-methylsulfinyl-6-ethyl-pen-2-em-3-carboxylate). RXN SMILES: ClC1C=C(C=CC=1)C(OO)=[O:6].[CH3:12][S:13][C:14]1[S:15][C@@H:16]2[C@@H:33]([CH2:34][CH3:35])[C:32](=[O:36])[N:17]2[C:18]=1[C:19]([O:21][CH2:22][C:23]1[CH:28]=[CH:27][C:26]([N+:29]([O-:31])=[O:30])=[CH:25][CH:24]=1)=[O:20]>C(Cl)Cl.C1COCC1.CCOC(C)=O>[CH3:12][S:13]([C:14]1[S:15][C@@H:16]2[C@@H:33]([CH2:34][CH3:35])[C:32](=[O:36])[N:17]2[C:18]=1[C:19]([O:21][CH2:22][C:23]1[CH:24]=[CH:25][C:26]([N+:29]([O-:31])=[O:30])=[CH:27][CH:28]=1)=[O:20])=[O:6]. Procedure details: A solution of 85% m-chloroperoxy benzoic acid (53 mg, 0.26 mmol) in CH2Cl2 (1 ml) is added dropwise over a few minutes to an ice-cold, stirring solution of p-nitrobenzyl (5R,6S)-2-methylthio-6-ethyl-pen-2-em-3-carboxylate (94 mg, 0.25 mmol) in anhydrous THF (2 ml). The resulting solution is stirred an additional 30 minutes at 0°, then diluted with EtOAc and washed with H2O, 5% aqueous NaHCO3, H2O, and brine. The organic phase is dried with MgSO4, filtered, and evaporated in vacuo to provide the ...